From a dataset of the Open Reaction Database (ORD), a public repository of structured organic reaction records. describe an organic reaction: reactants, conditions, products, and yield Starting materials: N1=CC(=CC=C1)C1=CC=NC=2N1N=CC2C(=O)OCC (ethyl 7-(3-pyridyl)pyrazolo[1,5-a]pyrimidine-3-carboxylate), [H-].[Al+3].[Li+].[H-].[H-].[H-] (lithium aluminum hydride), C(C)O (ethanol), O (water). The solvent is CCOCC (ether). Yields the product C(C)OCC=1C=NN2C1N=CC=C2C=2C=NC=CC2 (3-(Ethoxymethyl)-7-(3-pyridyl)pyrazolo[1,5-a]pyrimidine). Reaction SMILES: [N:1]1[CH:6]=[CH:5][CH:4]=[C:3]([C:7]2[N:12]3[N:13]=[CH:14][C:15]([C:16]([O:18][CH2:19][CH3:20])=O)=[C:11]3[N:10]=[CH:9][CH:8]=2)[CH:2]=1.[H-].[Al+3].[Li+].[H-].[H-].[H-].C(O)C.O>CCOCC>[CH2:19]([O:18][CH2:16][C:15]1[CH:14]=[N:13][N:12]2[C:7]([C:3]3[CH:2]=[N:1][CH:6]=[CH:5][CH:4]=3)=[CH:8][CH:9]=[N:10][C:11]=12)[CH3:20] |f:1.2.3.4.5.6|. Reported procedure: A mixture of 0.01 mole of ethyl 7-(3-pyridyl)pyrazolo[1,5-a]pyrimidine-3-carboxylate and lithium aluminum hydride in ether is heated at reflux temperature for 8 hours. To the mixture is added (dropwise) ethanol and water. The ethereal layer is separated, then ethanol and anhydrous hydrochloric acid is added to it. The resulting mixture is refluxed for 8 hours and the solvent is removed. The residue is extracted with dichloromethane. The dichloromethane extract is passed through a column of hydro... As a reaction SMILES: [Br:20][c:21]1[s:22][cH:23][cH:24][n:25]1.[CH3:1][C:2]1([CH3:3])[C:4]([CH3:5])([CH3:6])[O:7][B:8]([c:9]2[cH:10][c:11]3[c:15]([cH:16][cH:17]2)[C:14](=[O:18])[CH2:13][CH2:12]3)[O:19]1.[CH3:32][O:33][CH2:34][CH2:35][O:36][CH3:37].[Na+:26].[Na+:27].[O-:28][C:29](=[O:30])[O-:31]>>[c:9]1(-[c:21]2[s:22][cH:23][cH:24][n:25]2)[cH:10][c:11]2[c:15]([cH:16][cH:17]1)[C:14](=[O:18])[CH2:13][CH2:12]2. The product is O=C1CCc2cc(-c3nccs3)ccc21. Starting materials: Brc1nccs1, CC1(C)OB(c2ccc3c(c2)CCC3=O)OC1(C)C, COCCOC, [Na+], [Na+], O=C([O-])[O-]. The reactants are O (water), BrC=1C=C2C(=C(N(C(C2=CC1)=O)CC1=CC=C(C=C1)S(=O)(=O)C)C=O)C1=CC=CC=C1 (6-bromo-2-(4-methanesulfonylbenzyl)-1-oxo-4-phenyl-1,2-dihydroisoquinoline-3-carbaldehyde), C[Mg]Br (methyl magnesium bromide). Run in C1CCOC1 (THF), C1CCOC1 (THF). Conditions: time 10 minute. Product: BrC=1C=C2C(=C(N(C(C2=CC1)=O)CC1=CC=C(C=C1)S(=O)(=O)C)C(C)O)C1=CC=CC=C1 (6-bromo-3-(1-hydroxyethyl)-2-(4-methanesulfonylbenzyl)-4-phenyl-2H-isoquinolin-1-one). RXN SMILES: [Br:1][C:2]1[CH:3]=[C:4]2[C:9](=[CH:10][CH:11]=1)[C:8](=[O:12])[N:7]([CH2:13][C:14]1[CH:19]=[CH:18][C:17]([S:20]([CH3:23])(=[O:22])=[O:21])=[CH:16][CH:15]=1)[C:6]([CH:24]=[O:25])=[C:5]2[C:26]1[CH:31]=[CH:30][CH:29]=[CH:28][CH:27]=1.[CH3:32][Mg]Br.O>C1COCC1>[Br:1][C:2]1[CH:3]=[C:4]2[C:9](=[CH:10][CH:11]=1)[C:8](=[O:12])[N:7]([CH2:13][C:14]1[CH:15]=[CH:16][C:17]([S:20]([CH3:23])(=[O:21])=[O:22])=[CH:18][CH:19]=1)[C:6]([CH:24]([OH:25])[CH3:32])=[C:5]2[C:26]1[CH:27]=[CH:28][CH:29]=[CH:30][CH:31]=1. Procedure details: To a solution of 6-bromo-2-(4-methanesulfonylbenzyl)-1-oxo-4-phenyl-1,2-dihydroisoquinoline-3-carbaldehyde (500 mg) in THF (10 ml) was added dropwise a solution of methyl magnesium bromide in THF (3M, 0.4 ml) at room temperature, and the mixture was stirred for 10 min. The reaction mixture was added to water and the mixture was extracted with ethyl acetate. The organic layer was washed with water and saturated brine, and dried over anhydrous sodium sulfate. The solvent was evaporated under reduc... The reactants are COC(=O)c1ccc(CBr)c(Br)c1, O=C([O-])O, C1CCNC1, C1CCOC1, [Na+]. The product is COC(=O)c1ccc(CN2CCCC2)c(Br)c1. As a reaction SMILES: [Br:1][c:2]1[cH:3][c:4]([C:5](=[O:6])[O:7][CH3:8])[cH:9][cH:10][c:11]1[CH2:12][Br:13].[C:19](=[O:20])([OH:21])[O-:22].[CH2:14]1[CH2:15][CH2:16][NH:17][CH2:18]1.[CH2:24]1[O:25][CH2:26][CH2:27][CH2:28]1.[Na+:23]>>[Br:1][c:2]1[cH:3][c:4]([C:5](=[O:6])[O:7][CH3:8])[cH:9][cH:10][c:11]1[CH2:12][N:17]1[CH2:16][CH2:15][CH2:14][CH2:18]1.